This data is from the Open Reaction Database (ORD), a public repository of structured organic reaction records. The task is: describe an organic reaction: reactants, conditions, products, and yield The reactants are Cl (hydrochloric acid), CN(C(C)=O)C=1C=C2C(=NC1)N(C=C2)[Si](C(C)C)(C(C)C)C(C)C (N-methyl-N-(1-triisopropylsilanyl-1H-pyrrolo[2,3-b]pyridin-5-yl)-acetamide), [OH-].[Na+] (sodium hydroxide). Run in C1CCOC1 (THF). Conditions: temperature 65 celsius, time 12 hour. Yields the product C(C)NC=1C=C2C(=NC1)NC=C2 (ethyl-(1H-pyrrolo[2,3-b]pyridin-5-yl)-amine). As a reaction SMILES: C[N:2]([C:6]1[CH:7]=[C:8]2[CH:14]=[CH:13][N:12]([Si](C(C)C)(C(C)C)C(C)C)[C:9]2=[N:10][CH:11]=1)[C:3](=O)[CH3:4].Cl.[OH-].[Na+]>C1COCC1>[CH2:3]([NH:2][C:6]1[CH:7]=[C:8]2[CH:14]=[CH:13][NH:12][C:9]2=[N:10][CH:11]=1)[CH3:4] |f:2.3|. Procedure: Acetyl chloride (75 μL, 1.0 mmol) was added to a solution of 1-triisopropylsilanyl-1H-pyrrolo[2,3-b]pyridin-5-ylamine (230 mg, 0.8 mmol) and 4-dimethylaminopyridine (5 mg) in pyridine (1.6 mL). The mixture was stirred at RT for 24 h and a saturated solution of ammonium chloride (30 mL) and ethyl acetate (30 mL) were added. The separated aqueous layer was extracted with ethyl acetate (3×25 mL) and the combined organic layers were dried, filtered and concentrated to provide an oil which was purifi... Starting materials: F[B-](F)(F)F, CC(N)c1nc2cc(Br)ccc2[nH]1, Br, CCO, ClCCl, Cc1cc(C(=O)O)ccc1C(=O)N1CCCC1, CCN(C(C)C)C(C)C, C1CCOC1, CN(C)C(On1nnc2ccccc21)=[N+](C)C. Product: Cc1cc(C(=O)NC(C)c2nc3cc(Br)ccc3[nH]2)ccc1C(=O)N1CCCC1. RXN SMILES: [B-:18]([F:19])([F:20])([F:21])[F:22].[Br:49][c:50]1[cH:51][c:52]2[c:53]([nH:54][c:55]([CH:57]([CH3:58])[NH2:59])[n:56]2)[cH:60][cH:61]1.[Br:62].[CH2:68]([OH:69])[CH3:70].[CH2:71]([Cl:72])[Cl:73].[CH3:1][c:2]1[cH:3][c:4]([C:5](=[O:6])[OH:7])[cH:8][cH:9][c:10]1[C:11](=[O:12])[N:13]1[CH2:14][CH2:15][CH2:16][CH2:17]1.[CH:40]([N:41]([CH:42]([CH3:43])[CH3:44])[CH2:45][CH3:46])([CH3:47])[CH3:48].[O:63]1[CH2:64][CH2:65][CH2:66][CH2:67]1.[n:23]1([O:24][C:25]([N:26]([CH3:27])[CH3:28])=[N+:29]([CH3:30])[CH3:31])[c:32]2[cH:33][cH:34][cH:35][cH:36][c:37]2[n:38][n:39]1>>[CH3:1][c:2]1[cH:3][c:4]([C:5](=[O:7])[NH:59][CH:57]([c:55]2[nH:54][c:53]3[c:52]([cH:51][c:50]([Br:49])[cH:61][cH:60]3)[n:56]2)[CH3:58])[cH:8][cH:9][c:10]1[C:11](=[O:12])[N:13]1[CH2:14][CH2:15][CH2:16][CH2:17]1. The reactants are CC(N)COc1ccc(C#N)cc1, CCC(C)C(NC(=O)OC(C)(C)C)C(=O)O, CN1CCCCC1, CC(C)COC(=O)Cl, O. The product is CCC(C)C(NC(=O)OC(C)(C)C)C(=O)NC(C)COc1ccc(C#N)cc1. As a reaction SMILES: [C:32](#[N:33])[c:34]1[cH:35][cH:36][c:37]([O:38][CH2:39][CH:40]([CH3:41])[NH2:42])[cH:43][cH:44]1.[C:8]([CH3:9])([CH3:10])([CH3:11])[O:12][C:13](=[O:14])[NH:15][CH:16]([CH:17]([CH3:18])[CH2:19][CH3:20])[C:21](=[O:22])[OH:23].[CH3:1][N:2]1[CH2:3][CH2:4][CH2:5][CH2:6][CH2:7]1.[Cl:24][C:25]([O:26][CH2:27][CH:28]([CH3:29])[CH3:30])=[O:31].[OH2:45]>>[C:8]([CH3:9])([CH3:10])([CH3:11])[O:12][C:13](=[O:14])[NH:15][CH:16]([CH:17]([CH3:18])[CH2:19][CH3:20])[C:21](=[O:23])[NH:42][CH:40]([CH2:39][O:38][c:37]1[cH:36][cH:35][c:34]([C:32]#[N:33])[cH:44][cH:43]1)[CH3:41]. The reactants are FC(/C(/SC)=N\O)(F)F (S-methyl (E)-2,2,2-trifluoro-N-hydroxythioacetimidate), CN=C=O (methyl isocyanate). The reagents and catalysts are C(C)N(CC)CC (triethylamine). Product: FC(/C(/SC)=N\OC(NC)=O)(F)F (S-methyl (E)-2,2,2,-trifluoro-N-(methylcarbamoyloxy)thioacetimidate). Isolated yield 73.9%. RXN SMILES: [F:1][C:2]([F:9])([F:8])/[C:3](=[N:6]\[OH:7])/[S:4][CH3:5].[CH3:10][N:11]=[C:12]=[O:13]>C(N(CC)CC)C>[F:1][C:2]([F:9])([F:8])/[C:3](=[N:6]\[O:7][C:12](=[O:13])[NH:11][CH3:10])/[S:4][CH3:5]. Procedure: One drop of triethylamine was added to a mixture of 6.37 g (0.04 mol) of S-methyl (E)-2,2,2-trifluoro-N-hydroxythioacetimidate and 2.28 g (0.04 mol) of methyl isocyanate. An exothermic reaction ensued, and the reaction mixture was cooled in an ice-bath. The reaction mixture solidified on cooling. Recrystallization from ether gave 6.39 g (74% yield) of S-methyl (E)-2,2,2,-trifluoro-N-(methylcarbamoyloxy)thioacetimidate as colorless crystals, mp. 83°-85°. Analysis of the isomer prepared in a simil... Starting materials: acetal, C(C(=O)O)(=O)O (oxalic acid), COC(CC1C(C2=CC(=CC=C2CC1)Cl)=O)OC (7-chloro-1,2,3,4-tetrahydro-1-oxo-2-naphthaleneacetaldehyde dimethyl acetal). Yields the product ClC1=CC=C2CCC(C(C2=C1)=O)CC=O (7-chloro-1,2,3,4-tetrahydro-1-oxo-2-naphthalene-acetaldehyde). Isolated yield 95.5%. As a reaction SMILES: C(O)(=O)C(O)=O.C[O:8][CH:9](OC)[CH2:10][CH:11]1[CH2:20][CH2:19][C:18]2[C:13](=[CH:14][C:15]([Cl:21])=[CH:16][CH:17]=2)[C:12]1=[O:22]>>[Cl:21][C:15]1[CH:14]=[C:13]2[C:18]([CH2:19][CH2:20][CH:11]([CH2:10][CH:9]=[O:8])[C:12]2=[O:22])=[CH:17][CH:16]=1. Procedure: For the acetal cleavage, 15 ml of a 10% aqueous oxalic acid solution were applied to 100 g of silica gel and 4.8 g of 7-chloro-1,2,3,4-tetrahydro-1-oxo-2-naphthaleneacetaldehyde dimethyl acetal were chromatographed on this mixture with methylene chloride as the eluent. There were obtained 3.8 g (95%) of 7-chloro-1,2,3,4-tetrahydro-1-oxo-2-naphthalene-acetaldehyde.